This data is from the Open Reaction Database (ORD), a public repository of structured organic reaction records. The task is: describe an organic reaction: reactants, conditions, products, and yield Reactants: C1(=CC=CC=C1)C12CNCC2C1 (1-phenyl-3-azabicyclo-[3.1.0]hexane), C1(C=2C(C(=O)O1)=CC=CC2)=O (phthalic anhydride). Solvent: C1(=CC=CC=C1)C (toluene). Reaction conditions: time 8 hour. The product is C1(=CC=CC=C1)C12CN(CC2C1)C(=O)C1=C(C(=O)O)C=CC=C1 (o-(1-Phenyl-3-azabicyclo[3.1.0]hex-3-ylcarbonyl)benzoic acid). RXN SMILES: [C:1]1([C:7]23[CH2:12][CH:11]2[CH2:10][NH:9][CH2:8]3)[CH:6]=[CH:5][CH:4]=[CH:3][CH:2]=1.[C:13]1(=[O:23])[O:18][C:16](=[O:17])[C:15]2=[CH:19][CH:20]=[CH:21][CH:22]=[C:14]12>C1(C)C=CC=CC=1>[C:1]1([C:7]23[CH2:12][CH:11]2[CH2:10][N:9]([C:13]([C:14]2[CH:22]=[CH:21][CH:20]=[CH:19][C:15]=2[C:16]([OH:18])=[O:17])=[O:23])[CH2:8]3)[CH:2]=[CH:3][CH:4]=[CH:5][CH:6]=1. Procedure: A mixture of 7.95 g. of 1-phenyl-3-azabicyclo-[3.1.0]hexane and 7.4 g. of phthalic anhydride in 300 ml. of toluene is refluxed for 1/2 hour and then allowed to stand overnight. The solution is extracted three times with 1N sodium hydroxide and made extremely acid with 1N hydrochloric acid. The solid which separates is extracted with chloroform, dried over magnesium sulfate, filtered and filtrate evaporated to a glass residue. This glass is triturated in hexane and filtered giving the product as ... Starting materials: O=[Cr](=O)([O-])O[Cr](=O)(=O)[O-], CN(C)C=O, O, CCOC(=O)C(C)(C)CCCCC(=O)CCCC(C)(C)CO, O=S(=O)(O)O, c1cc[nH+]cc1, c1cc[nH+]cc1. Product: CCOC(=O)C(C)(C)CCCCC(=O)CCCC(C)(C)C(=O)O. Reaction SMILES: [Cr:23](=[O:24])([O:25][Cr:26]([O-:27])(=[O:28])=[O:29])([O-:30])=[O:31].[O:44]=[CH:45][N:46]([CH3:47])[CH3:48].[OH2:54].[OH:1][CH2:2][C:3]([CH2:4][CH2:5][CH2:6][C:7]([CH2:8][CH2:9][CH2:10][CH2:11][C:12]([C:13](=[O:14])[O:15][CH2:16][CH3:17])([CH3:18])[CH3:19])=[O:20])([CH3:21])[CH3:22].[S:49](=[O:50])(=[O:51])([OH:52])[OH:53].[nH+:32]1[cH:33][cH:34][cH:35][cH:36][cH:37]1.[nH+:38]1[cH:39][cH:40][cH:41][cH:42][cH:43]1>>[O:1]=[C:2]([C:3]([CH2:4][CH2:5][CH2:6][C:7]([CH2:8][CH2:9][CH2:10][CH2:11][C:12]([C:13](=[O:14])[O:15][CH2:16][CH3:17])([CH3:18])[CH3:19])=[O:20])([CH3:21])[CH3:22])[OH:24]. The reactants are BrCC1=CC=C(OC2=C(C=CC=C2)CC(=O)OCC)C=C1 (ethyl 2-(4-bromomethylphenoxy)phenylacetate), [H-].[Na+] (Sodium hydride), C(C)C=1NC=2CCCCC2C(C1)=O (2-ethyl-5,6,7,8-tetrahydro-4(1H)-quinolone), [H][H] (hydrogen). Solvent: CN(C)C=O (DMF), O (Water), CN(C)C=O (DMF). Conditions: time 20 hour. Product: C(C)C1=NC=2CCCCC2C(=C1)OCC1=CC=C(OC2=C(C=CC=C2)CC(=O)OCC)C=C1 (ethyl 2-[4-((2-ethyl-5,6,7,8-tetrahydroquinolin-4-yl)oxymethyl)phenoxy]phenylacetate). Yield: 41.5%. Reaction SMILES: [H-].[Na+].[CH2:3]([C:5]1[NH:6][C:7]2[CH2:8][CH2:9][CH2:10][CH2:11][C:12]=2[C:13](=[O:15])[CH:14]=1)[CH3:4].[H][H].Br[CH2:19][C:20]1[CH:38]=[CH:37][C:23]([O:24][C:25]2[CH:30]=[CH:29][CH:28]=[CH:27][C:26]=2[CH2:31][C:32]([O:34][CH2:35][CH3:36])=[O:33])=[CH:22][CH:21]=1>CN(C=O)C.O>[CH2:3]([C:5]1[CH:14]=[C:13]([O:15][CH2:19][C:20]2[CH:38]=[CH:37][C:23]([O:24][C:25]3[CH:30]=[CH:29][CH:28]=[CH:27][C:26]=3[CH2:31][C:32]([O:34][CH2:35][CH3:36])=[O:33])=[CH:22][CH:21]=2)[C:12]2[CH2:11][CH2:10][CH2:9][CH2:8][C:7]=2[N:6]=1)[CH3:4] |f:0.1|. Procedure details: Sodium hydride (60% dispersion in mineral oil; 63 mg) was added to a solution of compound D (254 mg) in DMF (5 ml). When evolution of hydrogen ceased, a solution of compound C (500 mg) in DMF (5 ml) was added and the solution was left to stand for 20 hours. Water (50 ml) was added and the mixture was extracted with ethyl acetate (2×25 ml). The combined extracts were washed with water (25 ml), followed by saturated sodium chloride solution (25 ml) and then dried (MgSO4). The solvent was removed b... The reactants are CC(CCN)C (3-methylbutan-1-amine), N=1C=CN2C1C=C(C=C2)CNC(NC=2SC(=CN2)C(=O)O)=O (2-(3-(imidazo[1,2-a]pyridin-7-ylmethyl)ureido)thiazole-5-carboxylic acid), [N+](=O)([O-])C1=CC=C(C(=O)O)C=C1 (4-nitrobenzoic acid). Yields the product N=1C=CN2C1C=C(C=C2)CNC(=O)NC=2SC(=CN2)C(=O)NCCC(C)C (2-{[(imidazo[1,2-a]pyridin-7-ylmethyl)carbamoyl]amino}-N-(3-methylbutyl)-1,3-thiazole-5-carboxamide). As a reaction SMILES: [CH3:1][CH:2]([CH3:6])[CH2:3][CH2:4][NH2:5].[N:7]1[CH:8]=[CH:9][N:10]2[CH:15]=[CH:14][C:13]([CH2:16][NH:17][C:18](=[O:28])[NH:19][C:20]3[S:21][C:22]([C:25]([OH:27])=O)=[CH:23][N:24]=3)=[CH:12][C:11]=12.[N+](C1C=CC(C(O)=O)=CC=1)([O-])=O>>[N:7]1[CH:8]=[CH:9][N:10]2[CH:15]=[CH:14][C:13]([CH2:16][NH:17][C:18]([NH:19][C:20]3[S:21][C:22]([C:25]([NH:5][CH2:4][CH2:3][CH:2]([CH3:6])[CH3:1])=[O:27])=[CH:23][N:24]=3)=[O:28])=[CH:12][C:11]=12. Reported procedure: The title compound was prepared as described in Example 1A, substituting 3-methylbutan-1-amine for 3-methylbutan-1-amine and 2-(3-(imidazo[1,2-a]pyridin-7-ylmethyl)ureido)thiazole-5-carboxylic acid for 4-nitrobenzoic acid. 1H NMR (300 MHz, DMSO-d6) δ ppm 8.49 (d, J=7.8 Hz, 1H), 8.21 (t, J=5.9 Hz, 1H), 7.88-7.89 (m, J=1.4 Hz, 1H), 7.87 (s, 1H), 7.52 (d, J=1.4 Hz, 1H), 7.39 (s, 1H), 7.18 (t, J=5.8 Hz, 1H), 6.83 (dd, J=6.8, 1.7 Hz, 1H), 4.38 (d, J=6.1 Hz, 2H), 3.16-3.25 (m, 2H), 1.52-1.67 (m, 1H), ... Starting materials: [Cl-].[Al+3].[Cl-].[Cl-] (aluminium chloride), COC(=O)C1=CC2=C1C=C(C=C2)OC (5-methoxybenzocyclobutene-1-carboxylic acid methyl ester), FC1=C(C(=O)Cl)C=CC=C1 (o-fluorobenzoyl chloride). Run in C(Cl)Cl (methylene chloride), C(Cl)Cl (methylene chloride). Yields the product COC(=O)C1=CC2=C1C=C(C(=C2)C(C2=C(C=CC=C2)F)=O)O (4-(o-fluorobenzoyl)-5-hydroxybenzocyclobutene-1-carboxylic acid methyl ester). As a reaction SMILES: [Cl-].[Al+3].[Cl-].[Cl-].[CH3:5][O:6][C:7]([C:9]1[C:12]2[CH:13]=[C:14]([O:17]C)[CH:15]=[CH:16][C:11]=2[CH:10]=1)=[O:8].[F:19][C:20]1[CH:28]=[CH:27][CH:26]=[CH:25][C:21]=1[C:22](Cl)=[O:23]>C(Cl)Cl>[CH3:5][O:6][C:7]([C:9]1[C:12]2[CH:13]=[C:14]([OH:17])[C:15]([C:22](=[O:23])[C:21]3[CH:25]=[CH:26][CH:27]=[CH:28][C:20]=3[F:19])=[CH:16][C:11]=2[CH:10]=1)=[O:8] |f:0.1.2.3|. Procedure: 26.6 g of finely pulverised aluminium chloride are suspended in 60 ml of methylene chloride. While stirring and while cooling slightly, 9.61 g of 5-methoxybenzocyclobutene-1-carboxylic acid methyl ester, dissolved in a small amount of methylene chloride, are added dropwise at room temperature. After stirring for 30 minutes at room temperature, 15.85 g of o-fluorobenzoyl chloride are added dropwise thereto and the resulting reaction mixture is heated at reflux for 4 hours. After cooling, the reac... Starting materials: [H-].[H-].[H-].[H-].[Li+].[Al+3] (LAH), FC1=C(C(=O)O)C=CN=C1 (3-fluoro-isonicotinic acid). Run in C1CCOC1 (THF). Run at temperature 0 celsius, time 1 hour. The product is FC=1C=NC=CC1CO ((3-Fluoro-pyridin-4-yl)-methanol). The yield is 46.5%. RXN SMILES: [H-].[H-].[H-].[H-].[Li+].[Al+3].[F:7][C:8]1[CH:16]=[N:15][CH:14]=[CH:13][C:9]=1[C:10](O)=[O:11]>C1COCC1>[F:7][C:8]1[CH:16]=[N:15][CH:14]=[CH:13][C:9]=1[CH2:10][OH:11] |f:0.1.2.3.4.5|. Reported procedure: At 0° C. LAH (200 mg, 4 eq.) was added to 3-fluoro-isonicotinic acid (186 mg, 1.32 mmol, 1 eq.) suspension in 25 mL THF. The reaction was stirred at 0° C. for 1 hour. The reaction was quenched by adding 0.2 mL water, followed by 0.4 mL 10% NaOH aqueous solution and 0.6 mL water at 0° C. Ethyl acetate was added to the reaction crude and washed with brine. n-Butanol was used to extract back from the brine. The organic layers were combined and concentrated down and purified (silica gel, 0-15% MeOH/...